From a dataset of the Open Reaction Database (ORD), a public repository of structured organic reaction records. describe an organic reaction: reactants, conditions, products, and yield Procedure details: To an ice-cooled THF solution of tetrabutylammonium fluoride (1M, 3.2 ml) was dropwise added a THF (2 ml) solution of 1-benzyl-2-(tert-butyldimethylsilyloxymethyl)-piperidine (1.00 g, 3.2 mmol). After stirring at room temperature for 2 hours, a reaction solution was poured onto water followed by extraction with ethyl acetate (30 ml). The extract was washed successively with water and saturated aqueous sodium chloride and then dried over anhydrous magnesium sulfate. The solvent was removed under ... Yield: 62.4%. Starting materials: ice, [F-].C(CCC)[N+](CCCC)(CCCC)CCCC (tetrabutylammonium fluoride), C(C1=CC=CC=C1)N1C(CCCC1)CO[Si](C)(C)C(C)(C)C (1-benzyl-2-(tert-butyldimethylsilyloxymethyl)-piperidine). The product is C(C1=CC=CC=C1)N1C(CCCC1)CO (1-Benzyl-2-piperidinemethanol). RXN SMILES: [F-].C([N+](CCCC)(CCCC)CCCC)CCC.[CH2:19]([N:26]1[CH2:31][CH2:30][CH2:29][CH2:28][CH:27]1[CH2:32][O:33][Si](C(C)(C)C)(C)C)[C:20]1[CH:25]=[CH:24][CH:23]=[CH:22][CH:21]=1>C1COCC1>[CH2:19]([N:26]1[CH2:31][CH2:30][CH2:29][CH2:28][CH:27]1[CH2:32][OH:33])[C:20]1[CH:25]=[CH:24][CH:23]=[CH:22][CH:21]=1 |f:0.1|. Run at time 2 hour. Solvent: C1CCOC1 (THF), C1CCOC1 (THF). Starting materials: CC(C)(C)[Si](C)(C)OCCCC(=O)c1ccccc1, CC(=O)O, CCO, NNC(=O)c1cc(F)ccc1F. Product: CC(C)(C)[Si](C)(C)OCCCC(=NNC(=O)c1cc(F)ccc1F)c1ccccc1. RXN SMILES: [C:1]([CH3:2])([CH3:3])([CH3:4])[Si:5]([O:6][CH2:7][CH2:8][CH2:9][C:10](=[O:11])[c:12]1[cH:13][cH:14][cH:15][cH:16][cH:17]1)([CH3:18])[CH3:19].[CH3:32][C:33](=[O:34])[OH:35].[CH3:36][CH2:37][OH:38].[F:20][c:21]1[c:22]([C:23](=[O:24])[NH:25][NH2:26])[cH:27][c:28]([F:31])[cH:29][cH:30]1>>[C:1]([CH3:2])([CH3:3])([CH3:4])[Si:5]([O:6][CH2:7][CH2:8][CH2:9][C:10]([c:12]1[cH:13][cH:14][cH:15][cH:16][cH:17]1)=[N:26][NH:25][C:23]([c:22]1[c:21]([F:20])[cH:30][cH:29][c:28]([F:31])[cH:27]1)=[O:24])([CH3:18])[CH3:19].